From a dataset of the Open Reaction Database (ORD), a public repository of structured organic reaction records. describe an organic reaction: reactants, conditions, products, and yield Reactants: C(C)[Zn]CC (diethylzinc), CCCCCC (hexane), FC(C(=O)O)(F)F (trifluoroacetic acid), ICI (diiodomethane), FC1=C(C=C(C=C1)[C@](CC1=CC=CC=C1)(C1=CC(=CC(=C1)OC(C(F)F)(F)F)F)N[S@@](=O)C(C)(C)C)OC=C ((S)—N—((R)-1-(4-fluoro-3-(vinyloxy)phenyl)-1-(3-fluoro-5-(1,1,2,2-tetrafluoroethoxy)phenyl)-2-phenylethyl)-2-methylpropane-2-sulfinamide). Run at time 15 minute. The solvent is C(Cl)Cl (CH2Cl2), C(Cl)Cl (CH2Cl2), C(Cl)Cl (CH2Cl2), C(Cl)Cl (CH2Cl2), C(Cl)Cl (CH2Cl2). Product: C1(CC1)OC=1C=C(C=CC1F)[C@](CC1=CC=CC=C1)(C1=CC(=CC(=C1)OC(C(F)F)(F)F)F)N[S@@](=O)C(C)(C)C ((S)—N—((R)-1-(3-cyclopropoxy-4-fluorophenyl)-1-(3-fluoro-5-(1,1,2,2-tetrafluoroethoxy)phenyl)-2-phenylethyl)-2-methylpropane-2-sulfinamide). Procedure: To an oven-dried 3-necked 25 mL RB flask under nitrogen was added CH2Cl2 (3.5 mL) and 1 M diethylzinc solution in hexane (3.43 mL, 3.43 mmol). The flask was cooled in an ice-bath and a solution of trifluoroacetic acid (0.391 g, 3.43 mmol) in CH2Cl2 (1 mL) was added dropwise via syringe. After stirring for 15 min, a solution of diiodomethane (0.918 g, 3.43 mmol) in CH2Cl2 (1 mL) was added. The reaction mixture was stirred at rt for 15 min, followed by addition of (S)—N—((R)-1-(4-fluoro-3-(vinylox... Yield: 71.0%. Reaction SMILES: [CH2:1]([Zn]CC)C.CCCCCC.FC(F)(F)C(O)=O.ICI.[F:22][C:23]1[CH:28]=[CH:27][C:26]([C@@:29]([NH:51][S@:52]([C:54]([CH3:57])([CH3:56])[CH3:55])=[O:53])([C:37]2[CH:42]=[C:41]([O:43][C:44]([F:49])([F:48])[CH:45]([F:47])[F:46])[CH:40]=[C:39]([F:50])[CH:38]=2)[CH2:30][C:31]2[CH:36]=[CH:35][CH:34]=[CH:33][CH:32]=2)=[CH:25][C:24]=1[O:58][CH:59]=[CH2:60]>C(Cl)Cl>[CH:59]1([O:58][C:24]2[CH:25]=[C:26]([C@@:29]([NH:51][S@:52]([C:54]([CH3:56])([CH3:55])[CH3:57])=[O:53])([C:37]3[CH:42]=[C:41]([O:43][C:44]([F:48])([F:49])[CH:45]([F:46])[F:47])[CH:40]=[C:39]([F:50])[CH:38]=3)[CH2:30][C:31]3[CH:36]=[CH:35][CH:34]=[CH:33][CH:32]=3)[CH:27]=[CH:28][C:23]=2[F:22])[CH2:1][CH2:60]1. Run at time 3 hour. Yields the product CN1CC(=CCC1)CO ((1-Methyl-1,2,5,6-tetrahydro-pyridin-3-yl)-methanol). Reactants: [H-].[H-].[H-].[H-].[Li+].[Al+3] (LiAlH4), COC(=O)C=1CN(CCC1)C (1-Methyl-1,2,5,6-tetrahydro-pyridine-3-carboxylic acid methyl ester), O (H2O), [OH-].[Na+] (NaOH), O (H2O). Run in C1CCOC1 (THF), C1CCOC1 (THF). Yield: 98.9%. Procedure details: 6.5 g of LiAlH4 (3.2 equiv.) was suspended in 100 mL dry THF and cooled with an ice bath. To this was added dropwise a solution of 8.27 g 1-Methyl-1,2,5,6-tetrahydro-pyridine-3-carboxylic acid methyl ester (free base) in 50 mL dry THF. The mixture was stirred for 3 hours at room temperature. The mixture was cooled with an ice bath and 6.5 mL H2O, 13 mL 2 M NaOH and 6.5 mL H2O were added dropwise. The residue was filtered, washed with ether and the filtrate was concentrated in vacuo to yield 6.7 ... As a reaction SMILES: [H-].[H-].[H-].[H-].[Li+].[Al+3].C[O:8][C:9]([C:11]1[CH2:12][N:13]([CH3:17])[CH2:14][CH2:15][CH:16]=1)=O.O.[OH-].[Na+]>C1COCC1>[CH3:17][N:13]1[CH2:14][CH2:15][CH:16]=[C:11]([CH2:9][OH:8])[CH2:12]1 |f:0.1.2.3.4.5,8.9|. Reported procedure: Acetyl chloride (0.26 ml, 3.66 mmol) was added dropwise with stirring to anhydrous methanol (3.7 ml) and the resultant solution was added to a solution of cis-3-((3,5-dimethylphenyl)methyloxy)-2-phenylpiperidine (360 mg, 1.22 mmol) in anhydrous methanol (1 ml). The solvent was removed in vacuo, and the residue recrystallised from ethyl acetate-methanol to provide cis-3-((3,5-dimethylphenyl)methyloxy)-2-phenyl piperidine hydrochloride salt as a crystalline, white solid, m.p.=200°-225° C. (decomp)... Solvent: CO (methanol), CO (methanol). RXN SMILES: C([Cl:4])(=O)C.[CH3:5][C:6]1[CH:7]=[C:8]([CH2:13][O:14][C@H:15]2[CH2:20][CH2:19][CH2:18][NH:17][C@H:16]2[C:21]2[CH:26]=[CH:25][CH:24]=[CH:23][CH:22]=2)[CH:9]=[C:10]([CH3:12])[CH:11]=1>CO>[ClH:4].[CH3:12][C:10]1[CH:9]=[C:8]([CH2:13][O:14][C@H:15]2[CH2:20][CH2:19][CH2:18][NH:17][C@H:16]2[C:21]2[CH:26]=[CH:25][CH:24]=[CH:23][CH:22]=2)[CH:7]=[C:6]([CH3:5])[CH:11]=1 |f:3.4|. Reactants: resultant solution, CC=1C=C(C=C(C1)C)CO[C@@H]1[C@@H](NCCC1)C1=CC=CC=C1 (cis-3-((3,5-dimethylphenyl)methyloxy)-2-phenylpiperidine), C(C)(=O)Cl (Acetyl chloride). The product is Cl.CC=1C=C(C=C(C1)C)CO[C@@H]1[C@@H](NCCC1)C1=CC=CC=C1 (cis-3-((3,5-dimethylphenyl)methyloxy)-2-phenyl piperidine hydrochloride salt). Reactants: CC(=O)N1CCN(c2nc3c(N4CCOCC4)nc(-c4cnc(N)nc4)nc3n2CC(F)(F)F)CC1C, CS(=O)(=O)O, CO, ClCCl. Yields the product CC(=O)N1CCN(c2nc3c(N4CCOCC4)nc(-c4cnc(N)nc4)nc3n2CC(F)(F)F)CC1C, CS(=O)(=O)O. As a reaction SMILES: [C:1]([CH3:2])(=[O:3])[N:4]1[CH:5]([CH3:37])[CH2:6][N:7]([c:10]2[n:11]([CH2:32][C:33]([F:34])([F:35])[F:36])[c:12]3[n:13][c:14](-[c:25]4[cH:26][n:27][c:28]([NH2:31])[n:29][cH:30]4)[n:15][c:16]([N:19]4[CH2:20][CH2:21][O:22][CH2:23][CH2:24]4)[c:17]3[n:18]2)[CH2:8][CH2:9]1.[CH3:38][S:39]([OH:40])(=[O:41])=[O:42].[CH3:46][OH:47].[Cl:43][CH2:44][Cl:45]>>[C:1]([CH3:2])(=[O:3])[N:4]1[CH:5]([CH3:37])[CH2:6][N:7]([c:10]2[n:11]([CH2:32][C:33]([F:34])([F:35])[F:36])[c:12]3[n:13][c:14](-[c:25]4[cH:26][n:27][c:28]([NH2:31])[n:29][cH:30]4)[n:15][c:16]([N:19]4[CH2:20][CH2:21][O:22][CH2:23][CH2:24]4)[c:17]3[n:18]2)[CH2:8][CH2:9]1.[CH3:38][S:39](=[O:40])(=[O:41])[OH:42]. Starting materials: C(C=C)OCCC(=C)B1OC(C(O1)(C)C)(C)C (2-(3-allyloxy-1-methylene-propyl)-4,4,5,5-tetramethyl-1,3,2-dioxaborolane). The reagents and catalysts are Cl[Ru]([P](C1CCCCC1)(C2CCCCC2)C3CCCCC3)(=CC4=CC=CC=C4)(Cl)=C5N(C6=C(C)C=C(C)C=C6C)CCN5C7=C(C)C=C(C)C=C7C (Grubbs Catalyst, 2nd Generation). Run in ClCCl (dichloromethane). Reaction conditions: time 16 hour. Yields the product O1CCC(=CC1)B1OC(C(O1)(C)C)(C)C (2-(3,6-dihydro-2H-pyran-4-yl)-4,4,5,5-tetramethyl-1,3,2-dioxaborolane). The yield is 98.8%. RXN SMILES: [CH2:1]([O:4][CH2:5][CH2:6][C:7]([B:9]1[O:13][C:12]([CH3:15])([CH3:14])[C:11]([CH3:17])([CH3:16])[O:10]1)=[CH2:8])C=C>Cl[Ru](=C1N(C2C(C)=CC(C)=CC=2C)CCN1C1C(C)=CC(C)=CC=1C)(Cl)(=CC1C=CC=CC=1)[P](C1CCCCC1)(C1CCCCC1)C1CCCCC1.ClCCl>[O:4]1[CH2:1][CH:8]=[C:7]([B:9]2[O:10][C:11]([CH3:16])([CH3:17])[C:12]([CH3:14])([CH3:15])[O:13]2)[CH2:6][CH2:5]1 |^1:50|. Reported procedure: Add Grubbs Catalyst, 2nd Generation (benzylidene-[1,3-bis(2,4,6-trimethylphenyl)imidazolidin-2-ylidene]-dichloro(tricyclohexylphosphine)ruthenium, 2.58 g, 0.03 eq) to a solution of 2-(3-allyloxy-1-methylene-propyl)-4,4,5,5-tetramethyl-1,3,2-dioxaborolane (23.4 g, 98.26 mmol) in dichloromethane (280 mL) and stir for 16 hours. Concentrate in vacuo and add hexanes (120 mL) to the residue. Stir for one hour and filter. Concentrate the filtrate in vacuo to give 2-(3,6-dihydro-2H-pyran-4-yl)-4,4,5,5-t... Reactants: C(C)(C)(C)OC(=O)N(C)C1CN(CC1)S(=O)(=O)C=1C=2C(=CN=C(C2C=CC1)Cl)Cl (3-[N-(tert-Butoxycarbonyl)-N-methylamino]-1-(1,4-dichloro-5-isoquinolinesulfonyl)pyrrolidine), C(C)(C)(C)OC(=O)N[C@@H]1CN(CC1)S(=O)(=O)C=1C=2C(=CN=C(C2C=CC1)Cl)Cl ((S)-3-(tert-butoxycarbonyl)amino-1-(1,4-dichloro-5-isoquinolinesulfonyl)pyrrolidine). Yields the product NC1=NC=C(C=2C(=CC=CC12)S(=O)(=O)N1CC(CC1)NC)Cl ((R/S)-1-(1-Amino-4-chloro-5-isoquinolinesulfonyl)-3-(methylamino)pyrrolidine), Cl (hydrochloride). Reaction SMILES: C(OC([N:8]([CH:10]1[CH2:14][CH2:13][N:12]([S:15]([C:18]2[C:19]3[C:20]([Cl:29])=[CH:21][N:22]=[C:23]([Cl:28])[C:24]=3[CH:25]=[CH:26][CH:27]=2)(=[O:17])=[O:16])[CH2:11]1)[CH3:9])=O)(C)(C)C.C(OC([NH:37][C@H]1CCN(S(C2C3C(Cl)=CN=C(Cl)C=3C=CC=2)(=O)=O)C1)=O)(C)(C)C>>[NH2:37][C:23]1[C:24]2[CH:25]=[CH:26][CH:27]=[C:18]([S:15]([N:12]3[CH2:13][CH2:14][CH:10]([NH:8][CH3:9])[CH2:11]3)(=[O:17])=[O:16])[C:19]=2[C:20]([Cl:29])=[CH:21][N:22]=1.[ClH:28]. Reported procedure: Intermediate 25 can be used in the method of Example 39-1 instead of Intermediate 26a to obtain the title compound as hydrochloride.